Dataset: the Open Reaction Database (ORD), a public repository of structured organic reaction records. Task: describe an organic reaction: reactants, conditions, products, and yield The reactants are N1(CCN2N=CC=C21)C=O (2,3-dihydro-1H-imidazo[1,2-b]pyrazole-1-carbaldehyde), P(=O)(Cl)(Cl)Cl (phosphoric trichloride), C(C)(=O)OCC (ethyl acetate), O (water). Run in CN(C=O)C (N,N-dimethylformamide), CN(C=O)C (N,N-dimethylformamide). The product is N1(CCN2N=CC(=C21)C=O)C=O (2,3-dihydro-1H-imidazo[1,2-b]pyrazole-1,7-dicarbaldehyde). RXN SMILES: P(Cl)(Cl)(Cl)=O.[N:6]1([CH:14]=[O:15])[C:13]2[N:9]([N:10]=[CH:11][CH:12]=2)[CH2:8][CH2:7]1.[C:16](OCC)(=[O:18])C.O>CN(C)C=O>[N:6]1([CH:14]=[O:15])[C:13]2[N:9]([N:10]=[CH:11][C:12]=2[CH:16]=[O:18])[CH2:8][CH2:7]1. Procedure details: To phosphoric trichloride (136 ml) was added N,N-dimethylformamide (339 ml) under ice-cooling, and the mixture was stirred under ice-cooling for 30 minutes. To the mixture was added a solution of 2,3-dihydro-1H-imidazo[1,2-b]pyrazole-1-carbaldehyde (100 g) in N,N-dimethylformamide (200 ml), and the mixture was stirred at 80° C. for 1.5 hours. The reaction mixture was carefully added to a mixture of ethyl acetate and water under ice-cooling, and the mixture was adjusted to pH 6. The organic layer... Starting materials: COc1ccc(O)cc1, Clc1ncnc2ccccc12, [H-], [Na+], CN(C)C=O. Yields the product COc1ccc(Oc2ncnc3ccccc23)cc1. Reaction SMILES: [CH3:1][O:2][c:3]1[cH:4][cH:5][c:6]([OH:9])[cH:7][cH:8]1.[Cl:10][c:11]1[n:12][cH:13][n:14][c:15]2[cH:16][cH:17][cH:18][cH:19][c:20]12.[H-:21].[Na+:22].[O:23]=[CH:24][N:25]([CH3:26])[CH3:27]>>[CH3:1][O:2][c:3]1[cH:4][cH:5][c:6]([O:9][c:11]2[n:12][cH:13][n:14][c:15]3[cH:16][cH:17][cH:18][cH:19][c:20]23)[cH:7][cH:8]1. Starting materials: [Si](C1=CC=CC=C1)(C1=CC=CC=C1)(C(C)(C)C)OC[C@@H]1[C@H]([C@H]([C@@H](O1)N1C(=O)NC(=O)C(=C1)C)OCCOC)OC(=S)OC1=CC(=CC=C1)C(C)(C)C (5′-O-(tert-butyldiphenylsilyl)-3′-O-(3-tert-butylphenoxythiocarbonyl)-2′-O-(2-methoxyethyl)-5-methyluridine), C1(=CC=CC=C1)C=C[Sn](CCCC)(CCCC)CCCC (PhCH═CHSnBu3), CC(C)(C#N)N=NC(C)(C)C#N (AIBN), CC(C)(C#N)N=NC(C)(C)C#N (AIBN). The solvent is C1=CC=CC=C1 (benzene). Run at temperature 40 celsius. Product: [Si](C1=CC=CC=C1)(C1=CC=CC=C1)(C(C)(C)C)OC[C@@H]1[C@H]([C@H]([C@@H](O1)N1C(=O)NC(=O)C(=C1)C)OCCOC)C=CC1=CC=CC=C1 (5′-O-(tert-butyldiphenylsilyl)-3′-deoxy-2′-O-(2-methoxyethyl)-3′-(2-phenylethenyl)-5-methyluridine). Yield: 13.6%. RXN SMILES: [Si:1]([O:18][CH2:19][C@H:20]1[O:24][C@@H:23]([N:25]2[CH:32]=[C:31]([CH3:33])[C:29](=[O:30])[NH:28][C:26]2=[O:27])[C@H:22]([O:34][CH2:35][CH2:36][O:37][CH3:38])[C@@H:21]1OC(OC1C=CC=C(C(C)(C)C)C=1)=S)([C:14]([CH3:17])([CH3:16])[CH3:15])([C:8]1[CH:13]=[CH:12][CH:11]=[CH:10][CH:9]=1)[C:2]1[CH:7]=[CH:6][CH:5]=[CH:4][CH:3]=1.[C:53]1([CH:59]=[CH:60][Sn](CCCC)(CCCC)CCCC)[CH:58]=[CH:57][CH:56]=[CH:55][CH:54]=1.CC(N=NC(C#N)(C)C)(C#N)C>C1C=CC=CC=1>[Si:1]([O:18][CH2:19][C@H:20]1[O:24][C@@H:23]([N:25]2[CH:32]=[C:31]([CH3:33])[C:29](=[O:30])[NH:28][C:26]2=[O:27])[C@H:22]([O:34][CH2:35][CH2:36][O:37][CH3:38])[C@@H:21]1[CH:60]=[CH:59][C:53]1[CH:58]=[CH:57][CH:56]=[CH:55][CH:54]=1)([C:14]([CH3:17])([CH3:16])[CH3:15])([C:2]1[CH:3]=[CH:4][CH:5]=[CH:6][CH:7]=1)[C:8]1[CH:9]=[CH:10][CH:11]=[CH:12][CH:13]=1. Reported procedure: To a solution of 5′-O-(tert-butyldiphenylsilyl)-3′-O-(3-tert-butylphenoxythiocarbonyl)-2′-O-(2-methoxyethyl)-5-methyluridine (15.0 g, 20.0 mmol) in 150 mL of benzene was added PhCH═CHSnBu3 (18.7 g, 50 mmol). The resulting solution was degassed three times with argon at rt and 45° C. After AIBN (1.0 g, 6.1 mmol) was added, the resulting solution was refluxed for 2 h. Another portion of AIBN (1.0 g, 6.1 mmol) was added after cooling to about 40° C. and refluxed for 2 h. This procedure was repeated... Starting materials: ClC=1C(=NC=NC1Cl)N (5,6-dichloropyrimidin-4-amine), N1CCC(CC1)CNC(OC(C)(C)C)=O (tert-butyl (piperidin-4-ylmethyl)carbamate), O(C1=CC=CC=C1)C1=CC=C(C=C1)B(O)O ((4-phenoxyphenyl)boronic acid), C(C=C)(=O)Cl (acryloyl chloride). Product: NC1=C(C(=NC=N1)N1CCC(CC1)CNC(C=C)=O)C1=CC=C(C=C1)OC1=CC=CC=C1 (N-((1-(6-amino-5-(4-phenoxyphenyl)pyrimidin-4-yl)piperidin-4-yl)methyl)acrylamide). As a reaction SMILES: Cl[C:2]1[C:3]([NH2:9])=[N:4][CH:5]=[N:6][C:7]=1Cl.[NH:10]1[CH2:15][CH2:14][CH:13]([CH2:16][NH:17][C:18](=[O:24])OC(C)(C)C)[CH2:12][CH2:11]1.[O:25]([C:32]1[CH:37]=[CH:36][C:35](B(O)O)=[CH:34][CH:33]=1)[C:26]1[CH:31]=[CH:30][CH:29]=[CH:28][CH:27]=1.[C:41](Cl)(=O)[CH:42]=C>>[NH2:9][C:3]1[N:4]=[CH:5][N:6]=[C:7]([N:10]2[CH2:11][CH2:12][CH:13]([CH2:16][NH:17][C:18](=[O:24])[CH:41]=[CH2:42])[CH2:14][CH2:15]2)[C:2]=1[C:29]1[CH:30]=[CH:31][C:26]([O:25][C:32]2[CH:37]=[CH:36][CH:35]=[CH:34][CH:33]=2)=[CH:27][CH:28]=1. Procedure details: N-((1-(6-amino-5-(4-phenoxyphenyl)pyrimidin-4-yl)piperidin-4-yl)methyl)acrylamide was prepared from 5,6-dichloropyrimidin-4-amine, tert-butyl (piperidin-4-ylmethyl)carbamate, (4-phenoxyphenyl)boronic acid, and acryloyl chloride using method B, C, D, and F. HPLC purity: 100%. MS: m/z=430 [M+H]+.